This data is from the Open Reaction Database (ORD), a public repository of structured organic reaction records. The task is: describe an organic reaction: reactants, conditions, products, and yield Yields the product FC(C=1C=C(OC2=CC=C(C=C2)NC(OCC)=O)C=CC1)(F)F (ETHYL [4-[3-(TRIFLUOROMETHYL)PHENOXY]-PHENYL]CARBAMATE). Reported procedure: 4-[3-(trifluoromethyl)phenoxy]benzenamine (6.0 grams; 0.21 mol) and pyridine (50 ml) were placed in a glass reaction vessel equipped with a mechanical stirrer and placed in an ice bath. Ethyl chloroformate (5 ml) was added dropwise to the reaction mixture with continuous stirring. Stirring was continued overnight and the mixture was then poured into ice water (500 ml). The precipitate was washed with water and dried. It was found to have a melting point of 74°-75.5° C. In fraud analysis confirme... Solvent: N1=CC=CC=C1 (pyridine). The reactants are ClC(=O)OCC (Ethyl chloroformate), FC(C=1C=C(OC2=CC=C(C=C2)N)C=CC1)(F)F (4-[3-(trifluoromethyl)phenoxy]benzenamine), ice water. Reaction SMILES: [F:1][C:2]([F:18])([F:17])[C:3]1[CH:4]=[C:5]([CH:14]=[CH:15][CH:16]=1)[O:6][C:7]1[CH:12]=[CH:11][C:10]([NH2:13])=[CH:9][CH:8]=1.Cl[C:20]([O:22][CH2:23][CH3:24])=[O:21]>N1C=CC=CC=1>[F:1][C:2]([F:17])([F:18])[C:3]1[CH:4]=[C:5]([CH:14]=[CH:15][CH:16]=1)[O:6][C:7]1[CH:8]=[CH:9][C:10]([NH:13][C:20](=[O:21])[O:22][CH2:23][CH3:24])=[CH:11][CH:12]=1. Run at time 8 hour.